Dataset: the Open Reaction Database (ORD), a public repository of structured organic reaction records. Task: describe an organic reaction: reactants, conditions, products, and yield Starting materials: F[B-](F)(F)F, CCOC(=O)C(=CC=C(C(=S)OCC)N(C)C)c1ccccc1, CCOC(=O)C(=CC=[N+](C)C)N(C)C, CCOC(=O)CSCc1cccc(C)c1, CCO. Yields the product CCOC(=O)C(=CC=C(C(=O)OCC)N(C)C)SCc1cccc(C)c1. Reaction SMILES: [B-:24]([F:25])([F:26])([F:27])[F:28].[CH3:1][N:2]([CH3:3])[C:4](=[CH:5][CH:6]=[C:7]([c:8]1[cH:9][cH:10][cH:11][cH:12][cH:13]1)[C:14]([O:15][CH2:16][CH3:17])=[O:18])[C:19]([O:20][CH2:21][CH3:22])=[S:23].[CH3:29][N:30]([C:31](=[CH:32][CH:33]=[N+:34]([CH3:35])[CH3:36])[C:37](=[O:38])[O:39][CH2:40][CH3:41])[CH3:42].[CH3:43][c:44]1[cH:45][c:46]([CH2:47][S:48][CH2:49][C:50](=[O:51])[O:52][CH2:53][CH3:54])[cH:55][cH:56][cH:57]1.[CH3:58][CH2:59][OH:60]>>[CH3:29][N:30]([C:31](=[CH:32][CH:33]=[C:49]([S:48][CH2:47][c:46]1[cH:45][c:44]([CH3:43])[cH:57][cH:56][cH:55]1)[C:50](=[O:51])[O:52][CH2:53][CH3:54])[C:37](=[O:38])[O:39][CH2:40][CH3:41])[CH3:42]. The reactants are Cl.N[C@@H]1CC[C@H](CC1)NC(=O)C1=C(NC2=C1N=CN=C2C2=C(C=CC(=C2)CC)OCC2CC2)C (N-(trans-4-aminocyclohexyl)-4-[2-(cyclopropylmethoxy)-5-ethylphenyl]-6-methyl-5H-pyrrolo[3,2-d]pyrimidine-7-carboxamide hydrochloride), C(CC)(=O)Cl (propionyl chloride). The product is C1(CC1)COC1=C(C=C(C=C1)CC)C=1C2=C(N=CN1)C(=C(N2)C)C(=O)N[C@@H]2CC[C@H](CC2)NC(CC)=O (4-[2-(Cyclopropylmethoxy)-5-ethylphenyl]-6-methyl-N-[trans-4-(propanoylamino)cyclohexyl]-5H-pyrrolo[3,2-d]pyrimidine-7-carboxamide). Reaction SMILES: Cl.[NH2:2][C@H:3]1[CH2:8][CH2:7][C@H:6]([NH:9][C:10]([C:12]2[C:16]3[N:17]=[CH:18][N:19]=[C:20]([C:21]4[CH:26]=[C:25]([CH2:27][CH3:28])[CH:24]=[CH:23][C:22]=4[O:29][CH2:30][CH:31]4[CH2:33][CH2:32]4)[C:15]=3[NH:14][C:13]=2[CH3:34])=[O:11])[CH2:5][CH2:4]1.[C:35](Cl)(=[O:38])[CH2:36][CH3:37]>>[CH:31]1([CH2:30][O:29][C:22]2[CH:23]=[CH:24][C:25]([CH2:27][CH3:28])=[CH:26][C:21]=2[C:20]2[C:15]3[NH:14][C:13]([CH3:34])=[C:12]([C:10]([NH:9][C@H:6]4[CH2:7][CH2:8][C@H:3]([NH:2][C:35](=[O:38])[CH2:36][CH3:37])[CH2:4][CH2:5]4)=[O:11])[C:16]=3[N:17]=[CH:18][N:19]=2)[CH2:32][CH2:33]1 |f:0.1|. Procedure: Starting from N-(trans-4-aminocyclohexyl)-4-[2-(cyclopropylmethoxy)-5-ethylphenyl]-6-methyl-5H-pyrrolo[3,2-d]pyrimidine-7-carboxamide hydrochloride (example D.f49) and commercially available propionyl chloride the title compound is obtained as colorless solid.